This data is from the Open Reaction Database (ORD), a public repository of structured organic reaction records. The task is: describe an organic reaction: reactants, conditions, products, and yield Reaction conditions: time 1 hour. Starting materials: BrC1=CC=C2CCC(C(C2=C1)=O)C(C)(C)C (7-bromo-2-tert-butyl-3,4-dihydro-2H-naphthalen-1-one), BrBr (bromine), BrBr (bromine). RXN SMILES: [Br:1][C:2]1[CH:11]=[C:10]2[C:5]([CH2:6][CH2:7][CH:8]([C:13]([CH3:16])([CH3:15])[CH3:14])[C:9]2=[O:12])=[CH:4][CH:3]=1.[Br:17]Br>CC(O)=O>[Br:17][C:8]1([C:13]([CH3:16])([CH3:15])[CH3:14])[CH2:7][CH2:6][C:5]2[C:10](=[CH:11][C:2]([Br:1])=[CH:3][CH:4]=2)[C:9]1=[O:12]. Run in CC(=O)O (HOAc), CC(=O)O (HOAc). Yields the product BrC1(C(C2=CC(=CC=C2CC1)Br)=O)C(C)(C)C (2,7-Dibromo-2-tert-butyl-3,4-dihydro-2H-naphthalen-1-one). Reported procedure: step b—To a solution of 109 (3 g, 10.7 mmol) and HOAc (40 mL) stirred at RT under N2 was added dropwise via cannula a solution of bromine (1.88 g, 605 μL, 11.7 mmol) in HOAc (20.0 mL) over 20 min. The solution was stirred for 1 h at RT then warmed reaction to 50° C. and stirred 1 h. An aliquot of neat bromine (100 μL) was added and heating continued. The total heating time was 2.5 h. The reaction mixture was poured over ice, partitioned between EtOAc and H2O and aqueous phase was neutralized wit...